The task is: describe an organic reaction: reactants, conditions, products, and yield. This data is from the Open Reaction Database (ORD), a public repository of structured organic reaction records. Starting materials: C(C)N1C(=NC=C1[N+](=O)[O-])C=CC1=CC=CC=C1 (β-(1-ethyl-5-nitro-2-imidazolyl)styrene), NN1SC(=CN1)C=1N(C(=CN1)[N+](=O)[O-])CCC (2-(2-amino-5-thiadiazolyl)-1-propyl-5-nitroimidazole). Product: NC=1SC(=CN1)C=1N(C(=CN1)[N+](=O)[O-])CCC (2-(2-Amino-5-thiazolyl)-1-propyl-5-nitroimidazole). RXN SMILES: [CH2:1]([N:3]1C([N+]([O-])=O)=CN=C1C=CC1C=CC=CC=1)C.NN1[NH:24][CH:23]=[C:22]([C:25]2[N:26]([CH2:33][CH2:34][CH3:35])[C:27]([N+:30]([O-:32])=[O:31])=[CH:28][N:29]=2)[S:21]1>>[NH2:3][C:1]1[S:21][C:22]([C:25]2[N:26]([CH2:33][CH2:34][CH3:35])[C:27]([N+:30]([O-:32])=[O:31])=[CH:28][N:29]=2)=[CH:23][N:24]=1. Procedure details: The procedure of Example 23, with the substitution of β-(1-propyl-5-nitro-2-imidazolyl)styrene for β-(1-ethyl-5-nitro-2-imidazolyl)styrene in the first step is utilized to prepare 2-(2-amino-5-thiadiazolyl)-1-propyl-5-nitroimidazole, melting at 234.5°-236° C. Reactants: C1(CC1)N1C(N(C=2N=C(NC2C1=O)C=1C=NC(=CC1)NCCOC)CCC)=O (1-Cyclopropyl-8-[6-(2-methoxy-ethylamino)-pyridin-3-yl]-3-propyl-3,7-dihydro-purine-2,6-dione), FC1=NC=C(C(=O)Cl)C=C1 (6-fluoronicotinoyl chloride), O1CCCC1 (tetrahydrofuran), C(C)(C)N(C(C)C)CC (N,N-diisopropylethylamine). Solvent: O (water). Conditions: temperature 60 celsius, time 12 hour. Yields the product C1(CC1)N1C(N(C=2N=C(NC2C1=O)C=1C=CC(=NC1)N(C(C1=CN=C(C=C1)F)=O)CCOC)CCC)=O (N-[5-(1-Cyclopropyl-2,6-dioxo-3-propyl-2,3,6,7-tetrahydro-1H-purin-8-yl)-pyridin-2-yl]-6-fluoro-N-(2-methoxy-ethyl)-nicotinamide). RXN SMILES: [CH:1]1([N:4]2[C:12](=[O:13])[C:11]3[NH:10][C:9]([C:14]4[CH:15]=[N:16][C:17]([NH:20][CH2:21][CH2:22][O:23][CH3:24])=[CH:18][CH:19]=4)=[N:8][C:7]=3[N:6]([CH2:25][CH2:26][CH3:27])[C:5]2=[O:28])[CH2:3][CH2:2]1.O1CCCC1.C(N(CC)C(C)C)(C)C.[F:43][C:44]1[CH:52]=[CH:51][C:47]([C:48](Cl)=[O:49])=[CH:46][N:45]=1>O>[CH:1]1([N:4]2[C:12](=[O:13])[C:11]3[NH:10][C:9]([C:14]4[CH:19]=[CH:18][C:17]([N:20]([CH2:21][CH2:22][O:23][CH3:24])[C:48](=[O:49])[C:47]5[CH:51]=[CH:52][C:44]([F:43])=[N:45][CH:46]=5)=[N:16][CH:15]=4)=[N:8][C:7]=3[N:6]([CH2:25][CH2:26][CH3:27])[C:5]2=[O:28])[CH2:2][CH2:3]1. Procedure details: 1-Cyclopropyl-8-[6-(2-methoxy-ethylamino)-pyridin-3-yl]-3-propyl-3,7-dihydro-purine-2,6-dione (2 g, 5.20 mmol) is charged to a reaction flask, followed by anhydrous tetrahydrofuran (25 ml) and N,N-diisopropylethylamine (5 eq). 6-fluoronicotinoyl chloride (1.16 g, 7.28 mmol, 1.4 eq) is added and the mixture is heated to 60° C. It is held for 12 hr and sampled for reaction completion via HPLC: When the reaction is complete, it is cooled to room temperature and water is added then filtered. The fil...